From a dataset of the Open Reaction Database (ORD), a public repository of structured organic reaction records. describe an organic reaction: reactants, conditions, products, and yield The reactants are COc1ccc(CN(Cc2ccc(OC)cc2)c2nc(C)nc(-c3cc(CC4CCN(S(C)(=O)=O)CC4)cnc3Nc3ccc(OC)nc3)n2)cc1, CS(=O)(=O)O, O=C(O)C(F)(F)F. Product: COc1ccc(Nc2ncc(CC3CCN(S(C)(=O)=O)CC3)cc2-c2nc(C)nc(N)n2)cn1. Reaction SMILES: [CH3:1][O:2][c:3]1[cH:4][cH:5][c:6]([CH2:7][N:8]([c:9]2[n:10][c:11]([CH3:41])[n:12][c:13](-[c:15]3[c:16]([NH:32][c:33]4[cH:34][n:35][c:36]([O:39][CH3:40])[cH:37][cH:38]4)[n:17][cH:18][c:19]([CH2:21][CH:22]4[CH2:23][CH2:24][N:25]([S:28](=[O:29])(=[O:30])[CH3:31])[CH2:26][CH2:27]4)[cH:20]3)[n:14]2)[CH2:42][c:43]2[cH:44][cH:45][c:46]([O:47][CH3:48])[cH:49][cH:50]2)[cH:51][cH:52]1.[CH3:60][S:61](=[O:62])(=[O:63])[OH:64].[F:53][C:54]([F:55])([F:56])[C:57]([OH:58])=[O:59]>>[NH2:8][c:9]1[n:10][c:11]([CH3:41])[n:12][c:13](-[c:15]2[c:16]([NH:32][c:33]3[cH:34][n:35][c:36]([O:39][CH3:40])[cH:37][cH:38]3)[n:17][cH:18][c:19]([CH2:21][CH:22]3[CH2:23][CH2:24][N:25]([S:28](=[O:29])(=[O:30])[CH3:31])[CH2:26][CH2:27]3)[cH:20]2)[n:14]1. The reactants are NC1=CC=C(C=C1)N1C(=CC2=CC=CC=C12)C (1-(4-aminophenyl)-2-methylindol), C(C1=CN=CC=C1)(=O)O (nicotinic acid), C(CCl)Cl (EDC). Solvent: C(C)#N (acetonitrile), O (water). Run at time 8 hour. Product: CC=1N(C2=CC=CC=C2C1)C1=CC=C(C=C1)NC(=O)C=1C=NC=CC1 (N-[4-(2-methylindol-1-yl)phenyl]pyridine-3-carboxamide). The yield is 33.9%. Reaction SMILES: [NH2:1][C:2]1[CH:7]=[CH:6][C:5]([N:8]2[C:16]3[C:11](=[CH:12][CH:13]=[CH:14][CH:15]=3)[CH:10]=[C:9]2[CH3:17])=[CH:4][CH:3]=1.[C:18](O)(=[O:25])[C:19]1[CH:24]=[CH:23][CH:22]=[N:21][CH:20]=1.C(Cl)CCl>C(#N)C.O>[CH3:17][C:9]1[N:8]([C:5]2[CH:6]=[CH:7][C:2]([NH:1][C:18]([C:19]3[CH:20]=[N:21][CH:22]=[CH:23][CH:24]=3)=[O:25])=[CH:3][CH:4]=2)[C:16]2[C:11]([CH:10]=1)=[CH:12][CH:13]=[CH:14][CH:15]=2. Reported procedure: A mixture of the above amine (0.08 g, 0.36 mmol), nicotinic acid (114 mg, 0.59 mmol) and EDC (66 mg, 0.54 mmol) was dissolved in 2 mL acetonitrile and the reaction mixture was stirred overnight at room temperature. The reaction mixture was diluted with water, extracted with EtOAc, washed with water and dried (MgSO4). The residue obtained on concentration was flash chromatographed on silica gel, eluting with a gradient of 2% MeOH in dichloromethane to give the title compound (40 mg).